From a dataset of the Open Reaction Database (ORD), a public repository of structured organic reaction records. describe an organic reaction: reactants, conditions, products, and yield The reactants are COC=1C=C(C=CC1CN1N=NC=C1)C=1OC2=C(N1)C=CC=C2 (2-[3-methoxy-4-(1H-1,2,3-triazol-1-ylmethyl)phenyl]-1,3-benzoxazole), BrCC1=C(C=C(C=C1)C=1OC2=C(N1)C=CC=C2)OC (2-[4-(bromomethyl)-3-methoxyphenyl]-1,3-benzoxazole), N1N=CN=C1 (1,2,4-triazole). Product: COC=1C=C(C=CC1CN1N=CN=C1)C=1OC2=C(N1)C=CC=C2 (2-[3-methoxy-4-(1H-1,2,4-triazol-1-ylmethyl)phenyl]-1,3-benzoxazole). Reaction SMILES: [CH3:1][O:2][C:3]1[CH:4]=[C:5]([C:15]2[O:16][C:17]3[CH:23]=[CH:22][CH:21]=[CH:20][C:18]=3[N:19]=2)[CH:6]=[CH:7][C:8]=1[CH2:9][N:10]1[CH:14]=CN=[N:11]1.BrCC1C=CC([C:32]2OC3C=CC=CC=3[N:36]=2)=CC=1OC.N1C=NC=N1>>[CH3:1][O:2][C:3]1[CH:4]=[C:5]([C:15]2[O:16][C:17]3[CH:23]=[CH:22][CH:21]=[CH:20][C:18]=3[N:19]=2)[CH:6]=[CH:7][C:8]=1[CH2:9][N:10]1[CH:14]=[N:36][CH:32]=[N:11]1. Procedure: Utilizing the general procedure outlined for 2-[3-methoxy-4-(1H-1,2,3-triazol-1-ylmethyl)phenyl]-1,3-benzoxazole, reaction of 2-[4-(bromomethyl)-3-methoxyphenyl]-1,3-benzoxazole (300 mg, 1.0 mmol) and 1,2,4-triazole (70 mg, 1.0 mmol) afforded the desired 2-[3-methoxy-4-(1H-1,2,4-triazol-1-ylmethyl)phenyl]-1,3-benzoxazole as a colorless solid: 1H NMR (CDCl3, 300 MHz) δ 8.13 (s, 1H), 7.92 (s, 1H), 7.71–7.78 (m, 2H), 7.51–7.54 (m, 1H), 7.29–7.34 (m, 2H), 7.24 (d, 2H), 5.34 (s, 2H), 3.92 (s, 3H). MS... Starting materials: [OH-].[Na+] (sodium hydroxide), N([C@@H](CCCNC(N)=N)C(=O)NCC(=O)N[C@@H](CC(O)=O)C(=O)N[C@H](CC1=CC=CC=C1)C(=O)N[C@@H](C(C)C)C(=O)OC)C(=O)OC(C)(C)C (BOC-Arg-Gly-Asp-D-Phe-Val-OMe), ( 20C ). Run in CO (methanol). Run at temperature 20 celsius, time 3 hour. Yields the product N[C@@H](CCCNC(N)=N)C(=O)NCC(=O)N[C@@H](CC(O)=O)C(=O)N[C@H](CC1=CC=CC=C1)C(=O)N[C@@H](C(C)C)C(=O)O (H-Arg-Gly-Asp-D-Phe-Val-OH). As a reaction SMILES: [NH:1](C(OC(C)(C)C)=O)[C@H:2]([C:10]([NH:12][CH2:13][C:14]([NH:16][C@H:17]([C:22]([NH:24][C@@H:25]([C:33]([NH:35][C@H:36]([C:40]([O:42]C)=[O:41])[CH:37]([CH3:39])[CH3:38])=[O:34])[CH2:26][C:27]1[CH:32]=[CH:31][CH:30]=[CH:29][CH:28]=1)=[O:23])[CH2:18][C:19](=[O:21])[OH:20])=[O:15])=[O:11])[CH2:3][CH2:4][CH2:5][NH:6][C:7](=[NH:9])[NH2:8].[OH-].[Na+]>CO>[NH2:1][C@H:2]([C:10]([NH:12][CH2:13][C:14]([NH:16][C@H:17]([C:22]([NH:24][C@@H:25]([C:33]([NH:35][C@H:36]([C:40]([OH:42])=[O:41])[CH:37]([CH3:39])[CH3:38])=[O:34])[CH2:26][C:27]1[CH:28]=[CH:29][CH:30]=[CH:31][CH:32]=1)=[O:23])[CH2:18][C:19](=[O:20])[OH:21])=[O:15])=[O:11])[CH2:3][CH2:4][CH2:5][NH:6][C:7](=[NH:8])[NH2:9] |f:1.2|. Reported procedure: Two grams (g) of BOC-Arg-Gly-Asp-D-Phe-Val-OMe (SEQ ID NO 1) were first dissolved in 60 milliliters (ml) of methanol to which was added 1.5 ml of 2 N sodium hydroxide solution to form an admixture. The admixture was then stirred for 3 hours at 20 degrees C. (20C). After evaporation, the residue was taken up in water and acidified to pH 3 with diluted HCl and extracted with ethyl acetate. The extract was dried over Na2SO4, evaporated again and the resultant BOC-Arg-Gly-Asp-D-Phe-Val-OH (SEQ ID NO... Starting materials: COC(C=1C(NC(CSCC2=CC=CC=C2)=O)=CC(=CC1)Cl)=O (N-(benzylthio)acetyl-4-chloro-anthranilic acid methyl ester), I(=O)(=O)(=O)[O-].[Na+] (sodium metaperiodate), CC(=O)C (acetone). Run in O (water). Product: crude product, COC(C=1C(NC(CS(=O)CC2=CC=CC=C2)=O)=CC(=CC1)Cl)=O (N-(benzylsulfinyl)acetyl-4-chloro-anthranilic acid methyl ester). As a reaction SMILES: [CH3:1][O:2][C:3](=[O:23])[C:4]1[C:5](=[CH:18][C:19]([Cl:22])=[CH:20][CH:21]=1)[NH:6][C:7](=[O:17])[CH2:8][S:9][CH2:10][C:11]1[CH:16]=[CH:15][CH:14]=[CH:13][CH:12]=1.I([O-])(=O)(=O)=[O:25].[Na+].CC(C)=O>O>[CH3:1][O:2][C:3](=[O:23])[C:4]1[C:5](=[CH:18][C:19]([Cl:22])=[CH:20][CH:21]=1)[NH:6][C:7](=[O:17])[CH2:8][S:9]([CH2:10][C:11]1[CH:16]=[CH:15][CH:14]=[CH:13][CH:12]=1)=[O:25] |f:1.2|. Procedure details: 2 g (5.7 mmol) of N-(benzylthio)acetyl-4-chloro-anthranilic acid methyl ester and 3.66 g (17.1 mmol) of sodium metaperiodate are dissolved in 12 ml of water and 48 ml of acetone and the resulting solution is stirred at reflux for 6 hours. The reaction mixture is allowed to cool, filtered and concentrated by evaporation. Chromatography of the crude product on silica gel with hexane/ethyl acetate yields N-(benzylsulfinyl)acetyl-4-chloro-anthranilic acid methyl ester in the form of a yellow oil int... Reactants: FC(S(=O)(=O)OC1=CC(=C(C(=C1)Cl)CC1C(N(CC1)C1CCCCC1)=O)Cl)(F)F (3,5-dichloro-4-((1-cyclohexyl-2-oxopyrrolidin-3-yl)methyl)phenyl trifluoromethanesulfonate), C(=O)(OC(C)(C)C)N1N=CC(=C1)B1OC(C(O1)(C)C)(C)C (1-boc-4-(4,4,5,5-tetramethyl-1,3,2-dioxaborolan-2-yl)pyrazole), C([O-])([O-])=O.[Na+].[Na+] (sodium carbonate). Solvent: C(OC)COC (dimethoxyethane). Yields the product C1(CCCCC1)N1C(C(CC1)CC1=C(C=C(C=C1Cl)C=1C=NNC1)Cl)=O (1-Cyclohexyl-3-[2,6-dichloro-4-(1H-pyrazol-4-yl)-benzyl]-pyrrolidin-2-one). Reaction SMILES: FC(F)(F)S(O[C:7]1[CH:12]=[C:11]([Cl:13])[C:10]([CH2:14][CH:15]2[CH2:19][CH2:18][N:17]([CH:20]3[CH2:25][CH2:24][CH2:23][CH2:22][CH2:21]3)[C:16]2=[O:26])=[C:9]([Cl:27])[CH:8]=1)(=O)=O.C([N:37]1[CH:41]=[C:40](B2OC(C)(C)C(C)(C)O2)[CH:39]=[N:38]1)(OC(C)(C)C)=O.C(=O)([O-])[O-].[Na+].[Na+]>C(COC)OC>[CH:20]1([N:17]2[CH2:18][CH2:19][CH:15]([CH2:14][C:10]3[C:11]([Cl:13])=[CH:12][C:7]([C:40]4[CH:41]=[N:37][NH:38][CH:39]=4)=[CH:8][C:9]=3[Cl:27])[C:16]2=[O:26])[CH2:25][CH2:24][CH2:23][CH2:22][CH2:21]1 |f:2.3.4|. Procedure: Using the method of Example 81 and using 3,5-dichloro-4-((1-cyclohexyl-2-oxopyrrolidin-3-yl)methyl)phenyl trifluoromethanesulfonate (Example 240) (1.238 g, 2.61 mmol), 1-boc-4-(4,4,5,5-tetramethyl-1,3,2-dioxaborolan-2-yl)pyrazole (2.3 g, 7.83 mmol) tetrakis(triphenylphosphine)palladium (0.302 g, 0.261 mmol), dimethoxyethane (15 mL) and sodium carbonate (2M, 4.6 mL) gives the title compound. Purify the crude material over silica gel (1/1 hexane in ethyl acetate to 1/3 hexane in ethyl acetate) to ... The reactants are C(C1=CC=CC=C1)OC1=CC=C2C=C(C(OC2=C1)=O)N1CCC(CC1)(O)C1=CC=C(C=C1)F (7-benzyloxy-3-[4-(4-fluorophenyl)-4-hydroxy-piperidine-1-yl]-chromenone), [BH4-].[Na+] (sodium borohydride), O (Water), [BH4-].[Na+] (sodium borohydride). Solvent: C(C)O (ethanol), O1CCCC1 (tetrahydrofuran). Run at time 8 hour. The product is C(C1=CC=CC=C1)OC1=CC=C2C(C(COC2=C1)N1CCC(CC1)(O)C1=CC=C(C=C1)F)O (7-benzyloxy-3-[4-(4-fluorophenyl)-4-hydroxy-piperidin-1-yl]-chroman-4-ol). Yield: 60.0%. RXN SMILES: [CH2:1]([O:8][C:9]1[CH:18]=[C:17]2[C:12]([CH:13]=[C:14]([N:20]3[CH2:25][CH2:24][C:23]([C:27]4[CH:32]=[CH:31][C:30]([F:33])=[CH:29][CH:28]=4)([OH:26])[CH2:22][CH2:21]3)[C:15](=O)[O:16]2)=[CH:11][CH:10]=1)[C:2]1[CH:7]=[CH:6][CH:5]=[CH:4][CH:3]=1.[BH4-].[Na+].[OH2:36]>C(O)C.O1CCCC1>[CH2:1]([O:8][C:9]1[CH:18]=[C:17]2[C:12]([CH:13]([OH:36])[CH:14]([N:20]3[CH2:25][CH2:24][C:23]([C:27]4[CH:32]=[CH:31][C:30]([F:33])=[CH:29][CH:28]=4)([OH:26])[CH2:22][CH2:21]3)[CH2:15][O:16]2)=[CH:11][CH:10]=1)[C:2]1[CH:7]=[CH:6][CH:5]=[CH:4][CH:3]=1 |f:1.2|. Reported procedure: To a slurry of 7-benzyloxy-3-[4-(4-fluorophenyl)-4-hydroxy-piperidine-1-yl]-chromenone (8.24 g, 18.5 mmol) in ethanol (400 mL) and tetrahydrofuran (600 mL) was added sodium borohydride (7.0 g, 185 mmol). The mixture was stirred overnight. Additional sodium borohydride (7.0 g) was added and the reaction mixture was stirred for 3 days. Water was added and the solvent was removed at reduced pressure at 45° C. The solids which formed were collected and washed well with water and then ether. The soli... Reactants: FC(C=1C=C(C(=O)CCC(=O)N2[C@H](C(=O)O)CCC2)C=CC1)(F)F (1-[3-(3-trifluoromethylbenzoyl)propionyl]-L-proline), BrBr (bromine), FC(C=1C=C(C(=O)CCC(=O)O)C=CC1)(F)F (3-(3-trifluoromethylbenzoyl)propionic acid), hydroxysuccinimide ester, N1[C@H](C(=O)O)CCC1 (L-proline). Solvent: C(C)(=O)O (acetic acid). The product is BrC(CC(=O)N1[C@H](C(=O)O)CCC1)C(C1=CC(=CC=C1)C(F)(F)F)=O (1-[3-bromo-3-(3-trifluoromethylbenzoyl)propionyl]-L-proline). As a reaction SMILES: FC(F)(F)C1C=C(C=CC=1)C(CCC(O)=O)=O.N1CCC[C@H]1C(O)=O.[F:26][C:27]([F:49])([F:48])[C:28]1[CH:29]=[C:30]([CH:45]=[CH:46][CH:47]=1)[C:31]([CH2:33][CH2:34][C:35]([N:37]1[CH2:44][CH2:43][CH2:42][C@H:38]1[C:39]([OH:41])=[O:40])=[O:36])=[O:32].[Br:50]Br>C(O)(=O)C>[Br:50][CH:33]([C:31](=[O:32])[C:30]1[CH:45]=[CH:46][CH:47]=[C:28]([C:27]([F:26])([F:48])[F:49])[CH:29]=1)[CH2:34][C:35]([N:37]1[CH2:44][CH2:43][CH2:42][C@H:38]1[C:39]([OH:41])=[O:40])=[O:36]. Reported procedure: As described in Example 15, 3-(3-trifluoromethylbenzoyl)propionic acid, hydroxysuccinimide ester is prepared and coupled to L-proline as in Example 16. The 1-[3-(3-trifluoromethylbenzoyl)propionyl]-L-proline in acetic acid is reacted with bromine as in Example 20 to give 1-[3-bromo-3-(3-trifluoromethylbenzoyl)propionyl]-L-proline. The preceding compound is reacted with potassium thioacetate in ethanol-water (1:1) as in Example 21 to give the product of the Example as a glass. Reactants: C(C)(C)(C)OC(=O)N1CCC(CC1)C(C1=CC=C(C=C1)OC)O (4-[hydroxy-(4-methoxy-phenyl)-methyl]-piperidine-1-carboxylic acid tert-butyl ester), SiO2, C=1C=C[NH+]=CC1.[O-][Cr](=O)(=O)Cl (PCC). Run in C(Cl)Cl (CH2Cl2). Conditions: time 2 hour. The product is C(C)(C)(C)OC(=O)N1CCC(CC1)C(C1=CC=C(C=C1)OC)=O (4-(4-methoxy-benzoyl)-piperidine-1-carboxylic acid tert-butyl ester). The yield is 88.6%. As a reaction SMILES: [C:1]([O:5][C:6]([N:8]1[CH2:13][CH2:12][CH:11]([CH:14]([OH:23])[C:15]2[CH:20]=[CH:19][C:18]([O:21][CH3:22])=[CH:17][CH:16]=2)[CH2:10][CH2:9]1)=[O:7])([CH3:4])([CH3:3])[CH3:2].C1C=C[NH+]=CC=1.[O-][Cr](Cl)(=O)=O>C(Cl)Cl>[C:1]([O:5][C:6]([N:8]1[CH2:13][CH2:12][CH:11]([C:14](=[O:23])[C:15]2[CH:16]=[CH:17][C:18]([O:21][CH3:22])=[CH:19][CH:20]=2)[CH2:10][CH2:9]1)=[O:7])([CH3:4])([CH3:3])[CH3:2] |f:1.2|. Procedure: To a solution of the above alcohol (3.40 g, 10.6 mmol) in CH2Cl2 (50 mL) at room temperature was added SiO2 (13.60 g) and PCC (6.84 g, 31.70 mmol). The resulting mixture was stirred under N2 for 2 hours to afford 4-(4-methoxy-benzoyl)-piperidine-1-carboxylic acid tert-butyl ester as a yellow solid (3.00 g, 88%) after purification. Reagents/catalysts: C1=CC=C(C=C1)P([C-]2C=CC=C2)C3=CC=CC=C3.C1=CC=C(C=C1)P([C-]2C=CC=C2)C3=CC=CC=C3.Cl[Pd]Cl.[Fe+2] (PdCl2(dppf)). Reported procedure: To a suspension of compound 2a (200 mg, 0.643 mmol) and tert-butyl 4-(5-(4,4,5,5-tetramethyl-1,3,2-dioxaborolan-2-yl)pyridin-2-yl)piperazine-1-carboxylate (300 mg, 0.771 mmol) in 1,4-dioxane (10 mL) was added Na2CO3 solution (2 M, 1.61 mL, 3.21 mmol). The mixture was purged with Argon gas before the addition of PdCl2(dppf) (47.0 mg, 0.0643 mmol). The reaction mixture was stirred at 80° C. for 2 h. After cooling to rt, water (50 mL) was added and the mixture was extracted with DCM (2×50 mL). The ... Reaction SMILES: Br[C:2]1[N:7]2[CH:8]=[C:9]([CH:11]=[O:12])[N:10]=[C:6]2[C:5]([N:13]2[CH2:18][CH2:17][O:16][CH2:15][CH2:14]2)=[N:4][CH:3]=1.CC1(C)C(C)(C)OB([C:27]2[CH:28]=[CH:29][C:30]([N:33]3[CH2:38][CH2:37][N:36]([C:39]([O:41][C:42]([CH3:45])([CH3:44])[CH3:43])=[O:40])[CH2:35][CH2:34]3)=[N:31][CH:32]=2)O1.C([O-])([O-])=O.[Na+].[Na+].O>O1CCOCC1.C1C=CC(P(C2C=CC=CC=2)[C-]2C=CC=C2)=CC=1.C1C=CC(P(C2C=CC=CC=2)[C-]2C=CC=C2)=CC=1.Cl[Pd]Cl.[Fe+2]>[CH:11]([C:9]1[N:10]=[C:6]2[C:5]([N:13]3[CH2:18][CH2:17][O:16][CH2:15][CH2:14]3)=[N:4][CH:3]=[C:2]([C:27]3[CH:28]=[CH:29][C:30]([N:33]4[CH2:38][CH2:37][N:36]([C:39]([O:41][C:42]([CH3:45])([CH3:44])[CH3:43])=[O:40])[CH2:35][CH2:34]4)=[N:31][CH:32]=3)[N:7]2[CH:8]=1)=[O:12] |f:2.3.4,7.8.9.10|. Run in O1CCOCC1 (1,4-dioxane). Run at temperature 80 celsius, time 2 hour. Yields the product C(=O)C=1N=C2N(C(=CN=C2N2CCOCC2)C=2C=CC(=NC2)N2CCN(CC2)C(=O)OC(C)(C)C)C1 (tert-Butyl 4-(5-(2-formyl-8-morpholinoimidazo[1,2-a]pyrazin-5-yl)pyridin-2-yl)piperazine-1-carboxylate). Isolated yield 87.0%. Reactants: C(=O)([O-])[O-].[Na+].[Na+] (Na2CO3), O (water), BrC1=CN=C(C=2N1C=C(N2)C=O)N2CCOCC2 (5-Bromo-8-morpholinoimidazo[1,2-a]pyrazine-2-carbaldehyde), CC1(OB(OC1(C)C)C=1C=CC(=NC1)N1CCN(CC1)C(=O)OC(C)(C)C)C (tert-butyl 4-(5-(4,4,5,5-tetramethyl-1,3,2-dioxaborolan-2-yl)pyridin-2-yl)piperazine-1-carboxylate).